This data is from the Open Reaction Database (ORD), a public repository of structured organic reaction records. The task is: describe an organic reaction: reactants, conditions, products, and yield The reactants are ClC1=CC=C(CC23C(C(C(CC2)(C)C)=O)O3)C=C1 (1-(4-chlorobenzyl)-1,2-epoxy-4,4-dimethylcyclohexan-3-one), CC(C)([O-])C.[K+] (potassium tert-butoxide). The solvent is C(C)(C)(C)O (tert-butanol). Reaction conditions: temperature 0 celsius, time 2 hour. Yields the product ClC1=CC=C(CC2=C(C(C(CC2)(C)C)=O)O)C=C1 (1-(4-chlorobenzyl)-2-hydroxy-4,4-dimethylcyclohex-1-en-3-one). Yield: 93.9%. RXN SMILES: [Cl:1][C:2]1[CH:18]=[CH:17][C:5]([CH2:6][C:7]23[O:16][CH:8]2[C:9](=[O:15])[C:10]([CH3:14])([CH3:13])[CH2:11][CH2:12]3)=[CH:4][CH:3]=1.CC(C)([O-])C.[K+]>C(O)(C)(C)C>[Cl:1][C:2]1[CH:3]=[CH:4][C:5]([CH2:6][C:7]2[CH2:12][CH2:11][C:10]([CH3:14])([CH3:13])[C:9](=[O:15])[C:8]=2[OH:16])=[CH:17][CH:18]=1 |f:1.2|. Procedure details: 38.7 g (146 mmol) 1-(4-chlorobenzyl)-1,2-epoxy-4,4-dimethylcyclohexan-3-one obtained in Example 2 above was added to a slurry of potassium tert-butoxide (33 g, 294 mmol) in tert-butanol (200 ml) at 40° C. The mixture was then warmed to 60 C and stirred for 2 hours before being cooled in ice and quenched with water (50 ml). 5M Hydrochloric acid (100 ml) was then added slowly followed by water (300 ml). The mixture was then cooled to 0° C., filtered and the residue washed with water (100 ml). Dryi... The reactants are COC1=C(C(=O)O)C=C(C=C1OC)S(N)(=O)=O (2,3-dimethoxy-5-sulphamoyl benzoic acid), CC(=O)C (acetone), C1(CCCCC1)CN1CC(CC1)N (1-cyclohexylmethyl-3-amino-pyrrolidine), ClC(=O)OCC(C)C (isobutyl chloroformate). Solvent: C(C)N(CC)CC (triethylamine), O (water), O (water). Conditions: temperature 0 celsius, time 45 minute. Product: C1(CCCCC1)CN1CC(CC1)NC(C1=C(C(=CC(=C1)S(N)(=O)=O)OC)OC)=O (N-(1-cyclohexylmethyl-3-pyrrolidinyl)-2,3-dimethoxy-5-sulphamoyl benzamide). Isolated yield 53.2%. As a reaction SMILES: [CH3:1][O:2][C:3]1[C:11]([O:12][CH3:13])=[CH:10][C:9]([S:14](=[O:17])(=[O:16])[NH2:15])=[CH:8][C:4]=1[C:5]([OH:7])=O.CC(C)=O.ClC(OCC(C)C)=O.[CH:30]1([CH2:36][N:37]2[CH2:41][CH2:40][CH:39]([NH2:42])[CH2:38]2)[CH2:35][CH2:34][CH2:33][CH2:32][CH2:31]1>O.C(N(CC)CC)C>[CH:30]1([CH2:36][N:37]2[CH2:41][CH2:40][CH:39]([NH:42][C:5](=[O:7])[C:4]3[CH:8]=[C:9]([S:14](=[O:17])(=[O:16])[NH2:15])[CH:10]=[C:11]([O:12][CH3:13])[C:3]=3[O:2][CH3:1])[CH2:38]2)[CH2:31][CH2:32][CH2:33][CH2:34][CH2:35]1. Reported procedure: 7.85 g of 2,3-dimethoxy-5-sulphamoyl benzoic acid, 50 ml of acetone, 10 ml of water and 3 g of triethylamine are placed in a 250 ml flask fitted with an agitator, a thermometer and a dropping funnel. The mixture is cooled to 0° and 4.2 g of isobutyl chloroformate is poured in drop by drop. The mixture is agitated for 45 minutes at 0° C., after which 6 g of 1-cyclohexylmethyl-3-amino-pyrrolidine is dripped in. It is agitated for 2 hours at room temperature, then 80 ml of water is added and the ac...